From a dataset of the Open Reaction Database (ORD), a public repository of structured organic reaction records. describe an organic reaction: reactants, conditions, products, and yield Reactants: C1(=CC=CC=C1)C (toluene), C(#N)C1=CC(=C(C=C1)C)N (4-cyano-2-aminotoluene), Cl (hydrochloric acid), N(=O)[O-].[Na+] (sodium nitrite). Run in O (water). Conditions: time 20 hour. Product: C(#N)C1=CC(=C(C=C1)C)O (4-cyano-2-hydroxytoluene). The yield is 68.8%. As a reaction SMILES: [C:1]([C:3]1[CH:8]=[CH:7][C:6]([CH3:9])=[C:5](N)[CH:4]=1)#[N:2].Cl.N([O-])=[O:13].[Na+].C1(C)C=CC=CC=1>O>[C:1]([C:3]1[CH:8]=[CH:7][C:6]([CH3:9])=[C:5]([OH:13])[CH:4]=1)#[N:2] |f:2.3|. Reported procedure: Into a reaction vessel was charged 4-cyano-2-aminotoluene (13) (132.0 g, 1.0 mol) and 6 N hydrochloric acid aqueous solution (800 ml), and an aqueous solution obtained by dissolving ice-cooled sodium nitrite (76.0 g, 1.1 mol) in water (320 ml) was dropped over 1.5 hours, further, the solution was stirred for approximately 20 hours under ref lux. To the reaction liquid was added toluene and extracted, then, a sodium hydroxide aqueous solution was added to the toluene layer to make the aqueous lay... Reactants: BrC1=CC(=CC=2CN(COC21)C(C)(C)C)C(C)(C)C (8-bromo-3,6-di-tert-butyl-3,4-dihydro-2H-benzo[e][1,3]oxazine), BrC1=CC(=CC=2CN(COC21)C(C)(C)C)C(C)(C)C (8-bromo-3,6-di-tert-butyl-3,4-dihydro-2H-benzo[e][1,3]oxazine), ClC=1C=NC=C(C1)B(O)O (3-chloropyridine-5-boronic acid). Product: Cl.Cl.C(C)(C)(C)C1=CC(=C(C(=C1)C=1C=NC=C(C1)Cl)O)CNC(C)(C)C (4-(tert-Butyl)-2-((tert-butylamino)methyl)-6-(5-chloropyridin-3-yl)phenol dihydrochloride). As a reaction SMILES: Br[C:2]1[C:11]2[O:10]C[N:8]([C:12]([CH3:15])([CH3:14])[CH3:13])[CH2:7][C:6]=2[CH:5]=[C:4]([C:16]([CH3:19])([CH3:18])[CH3:17])[CH:3]=1.[Cl:20][C:21]1[CH:22]=[N:23][CH:24]=[C:25](B(O)O)[CH:26]=1>>[ClH:20].[ClH:20].[C:16]([C:4]1[CH:3]=[C:2]([C:25]2[CH:24]=[N:23][CH:22]=[C:21]([Cl:20])[CH:26]=2)[C:11]([OH:10])=[C:6]([CH2:7][NH:8][C:12]([CH3:13])([CH3:14])[CH3:15])[CH:5]=1)([CH3:17])([CH3:18])[CH3:19] |f:2.3.4|. Procedure: The title compound was prepared as a white solid using the procedure described in Example 1 from 8-bromo-3,6-di-tert-butyl-3,4-dihydro-2H-benzo[e][1,3]oxazine (Intermediate 1) and 3-chloropyridine-5-boronic acid [purchased from Frontier Scientific].